This data is from the Open Reaction Database (ORD), a public repository of structured organic reaction records. The task is: describe an organic reaction: reactants, conditions, products, and yield Reactants: [OH-].[K+] (potassium hydroxide), C(=C)C1=CC=C(CCl)C=C1 (p-Vinylbenzyl chloride), [OH-].[K+] (potassium hydroxide), SCCOCCS (bis(2-mercaptoethyl)ether), BrCCO (2-bromoethanol). Solvent: C(C)O (ethanol). Reaction conditions: time 30 minute. The product is C(=C)C1=CC=C(CSCCOCCSCCO)C=C1 (2-{2-[2-(4-vinylbenzylthio)ethoxy]ethylthio}ethanol). Yield: 43.7%. As a reaction SMILES: [OH-].[K+].[SH:3][CH2:4][CH2:5][O:6][CH2:7][CH2:8][SH:9].Br[CH2:11][CH2:12][OH:13].[CH:14]([C:16]1[CH:23]=[CH:22][C:19]([CH2:20]Cl)=[CH:18][CH:17]=1)=[CH2:15]>C(O)C>[CH:14]([C:16]1[CH:23]=[CH:22][C:19]([CH2:20][S:3][CH2:4][CH2:5][O:6][CH2:7][CH2:8][S:9][CH2:11][CH2:12][OH:13])=[CH:18][CH:17]=1)=[CH2:15] |f:0.1|. Reported procedure: To a solution of potassium hydroxide (48 g, 0.72 molar) in ethanol (1 liter) was added bis(2-mercaptoethyl)ether (100 g, 0.72 moles) and the mixture was stirred for 30 minutes at ambient temperature. Then 2-bromoethanol (90 g, 0.72 mole) was added to the mixture all at once and stirring was continued at ambient temperature for 30 minutes, then potassium hydroxide (48.0 g, 0.72 mole) was added to the mixture and again stirring was continued at ambient temperature for 30 minutes. p-Vinylbenzyl chl...